Dataset: the Open Reaction Database (ORD), a public repository of structured organic reaction records. Task: describe an organic reaction: reactants, conditions, products, and yield Starting materials: CC=1C(=C(N)C=CC1C)OC (3,4-dimethyl-2-methoxyaniline), C(Cl)Cl (methylene chloride), C1=CC=C(C=C1)OC(=S)Cl (phenyl chlorothionoformate). The solvent is O (water). Reaction conditions: time 2 hour. The product is CC1=CC(=C(C=C1C)NC(OC1=CC=CC=C1)=S)OC (Phenyl N-(4,5-dimethyl-2-methoxyphenyl)thiocarbamate). The yield is 92.0%. Reaction SMILES: C[C:2]1[C:3]([O:10][CH3:11])=[C:4]([CH:6]=[CH:7][C:8]=1[CH3:9])[NH2:5].[CH2:12](Cl)Cl.[CH:15]1[CH:20]=[CH:19][C:18]([O:21][C:22](Cl)=[S:23])=[CH:17][CH:16]=1>O>[CH3:9][C:8]1[C:7]([CH3:12])=[CH:6][C:4]([NH:5][C:22](=[S:23])[O:21][C:18]2[CH:19]=[CH:20][CH:15]=[CH:16][CH:17]=2)=[C:3]([O:10][CH3:11])[CH:2]=1. Reported procedure: To 3,4-dimethyl-2-methoxyaniline(4.50 g, 0.03 mol), methylene chloride(100 ml) was added and then phenyl chlorothionoformate(5.16 g, 0.03 mol) was added slowly. The resulting mixture was stirred for 2 hours, and thereto water(150 ml) was added. The resulting mixture was extracted with methylene chloride and purified by column chromatography to obtain the titled compound. Reactants: C1CCOC1, CCOC(C)=O, Cc1cc(Nc2nccc(C(F)(F)F)n2)cc(-c2cncs2)c1, CC(C)[N-]C(C)C, [Li+], CN(C)C=O. Yields the product Cc1cc(Nc2nccc(C(F)(F)F)n2)cc(-c2cnc(C=O)s2)c1. RXN SMILES: [CH2:37]1[O:38][CH2:39][CH2:40][CH2:41]1.[CH3:42][CH2:43][O:44][C:45](=[O:46])[CH3:47].[CH3:9][c:10]1[cH:11][c:12]([NH:21][c:22]2[n:23][cH:24][cH:25][c:26]([C:28]([F:29])([F:30])[F:31])[n:27]2)[cH:13][c:14](-[c:16]2[cH:17][n:18][cH:19][s:20]2)[cH:15]1.[CH:1]([N-:2][CH:3]([CH3:4])[CH3:5])([CH3:6])[CH3:7].[Li+:8].[O:32]=[CH:33][N:34]([CH3:35])[CH3:36]>>[CH3:9][c:10]1[cH:11][c:12]([NH:21][c:22]2[n:23][cH:24][cH:25][c:26]([C:28]([F:29])([F:30])[F:31])[n:27]2)[cH:13][c:14](-[c:16]2[cH:17][n:18][c:19]([CH:33]=[O:32])[s:20]2)[cH:15]1. Yields the product Cl.Cl.NCC(=O)C=1N=CN(C1N)CC1=CC=CC=C1 (2-amino-1-[5-amino-1-(phenylmethyl)-1H-imidazol-4-yl]ethanone dihydrochloride). The reactants are stannous chloride dihydrate, Cl (hydrochloric acid), [N+](=O)([O-])CC(=O)C=1N=CN(C1[N+](=O)[O-])CC1=CC=CC=C1 (2-nitro-1-[5-nitro-1-(phenylmethyl)-1H-imidazol-4-yl]ethanone). Procedure details: A stirred solution of 38 g. of stannous chloride dihydrate in 100 ml. of concentrated hydrochloric acid is treated portionwise with 10 g. of 2-nitro-1-[5-nitro-1-(phenylmethyl)-1H-imidazol-4-yl]ethanone. Ten ml. of ethanol are added to clarify the solution and the mixture is stirred at 60° C. for 3 hours. The solution is evaporated to near dryness and three 100 ml. portions of ethanol are added sequentially and evaporated from the residue. The residual syrup is stirred with 800 ml. of ether and ... Run in C(C)O (ethanol). Reaction SMILES: [ClH:1].[N+:2]([CH2:5][C:6]([C:8]1[N:9]=[CH:10][N:11]([CH2:16][C:17]2[CH:22]=[CH:21][CH:20]=[CH:19][CH:18]=2)[C:12]=1[N+:13]([O-])=O)=[O:7])([O-])=O>C(O)C>[ClH:1].[ClH:1].[NH2:2][CH2:5][C:6]([C:8]1[N:9]=[CH:10][N:11]([CH2:16][C:17]2[CH:22]=[CH:21][CH:20]=[CH:19][CH:18]=2)[C:12]=1[NH2:13])=[O:7] |f:3.4.5|. Run at temperature 60 celsius, time 3 hour. Starting materials: CO, [H][H], O=[N+]([O-])c1cccc(CS(=O)(=O)CCO)c1. Yields the product Nc1cccc(CS(=O)(=O)CCO)c1. Reaction SMILES: [CH3:19][OH:20].[H:17][H:18].[N+:1]([O-:2])(=[O:3])[c:4]1[cH:5][c:6]([CH2:10][S:11](=[O:12])(=[O:13])[CH2:14][CH2:15][OH:16])[cH:7][cH:8][cH:9]1>>[NH2:1][c:4]1[cH:5][c:6]([CH2:10][S:11](=[O:12])(=[O:13])[CH2:14][CH2:15][OH:16])[cH:7][cH:8][cH:9]1. Reactants: CCO, CCOC(C)=O, Cl, COCCOc1ccn2c(-c3ccc4cc(F)cc(OC5CCN(C(=O)OCc6ccc7ccccc7c6)CC5F)c4n3)cnc2c1. Yields the product COCCOc1ccn2c(-c3ccc4cc(F)cc(OC5CCNCC5F)c4n3)cnc2c1. RXN SMILES: [CH3:49][CH2:50][OH:51].[CH3:52][CH2:53][O:54][C:55]([CH3:56])=[O:57].[ClH:48].[F:1][CH:2]1[CH2:3][N:4]([C:34]([O:35][CH2:36][c:37]2[cH:38][cH:39][c:40]3[c:41]([cH:42][cH:43][cH:44][cH:45]3)[cH:46]2)=[O:47])[CH2:5][CH2:6][CH:7]1[O:8][c:9]1[cH:10][c:11]([F:33])[cH:12][c:13]2[cH:14][cH:15][c:16](-[c:19]3[cH:20][n:21][c:22]4[n:23]3[cH:24][cH:25][c:26]([O:28][CH2:29][CH2:30][O:31][CH3:32])[cH:27]4)[n:17][c:18]12>>[F:1][CH:2]1[CH2:3][NH:4][CH2:5][CH2:6][CH:7]1[O:8][c:9]1[cH:10][c:11]([F:33])[cH:12][c:13]2[cH:14][cH:15][c:16](-[c:19]3[cH:20][n:21][c:22]4[n:23]3[cH:24][cH:25][c:26]([O:28][CH2:29][CH2:30][O:31][CH3:32])[cH:27]4)[n:17][c:18]12. Starting materials: FC1=CC=2C=3C(=CNC2C=C1)C(N(N3)C3=CC=CC=C3)=O (8-Fluoro-2-phenyl-2,5-dihydro-pyrazolo-[4,3-c]quinolin-3-one), COC1=CC=C(C=C1)NN (4-methoxy phenylhydrazine). The product is FC1=CC=2C=3C(=CNC2C=C1)C(N(N3)C3=CC=C(C=C3)OC)=O (8-Fluoro-2-(4′-methoxyphenyl)-2,5-dihydro-pyrazolo-[4,3-c]quinolin-3-one). As a reaction SMILES: [F:1][C:2]1[CH:11]=[CH:10][C:9]2[NH:8][CH:7]=[C:6]3[C:12](=[O:21])[N:13]([C:15]4[CH:20]=[CH:19][CH:18]=[CH:17][CH:16]=4)[N:14]=[C:5]3[C:4]=2[CH:3]=1.[CH3:22][O:23]C1C=CC(NN)=CC=1>>[F:1][C:2]1[CH:11]=[CH:10][C:9]2[NH:8][CH:7]=[C:6]3[C:12](=[O:21])[N:13]([C:15]4[CH:20]=[CH:19][C:18]([O:23][CH3:22])=[CH:17][CH:16]=4)[N:14]=[C:5]3[C:4]=2[CH:3]=1. Reported procedure: The title compound was prepared following procedure for 23a using 4-methoxy phenylhydrazine instead of phenyl hydrazine. 1H-NMR (DMSO-d6) δ (ppm): 7.05 (3H, m), 7.52 (1H, dt, J=8.52, 3.02 Hz), 7.80 (1H, dd, J=9.07, 4.94 Hz), 7.88 (1H, dd, J=9.06, 2.75 Hz), 8.05 (2H, m), 8.74 (1H, d, J=5.49 Hz). m/z 310.3 (MH+). As a reaction SMILES: [C:31](=[O:32])([O-:33])[O-:34].[CH3:37][S:38]([CH3:39])=[O:40].[Cs+:35].[Cs+:36].[F:22][c:23]1[cH:24][cH:25][c:26]([CH:27]=[O:28])[cH:29][cH:30]1.[c:1]1(-[c:7]2[c:8]([OH:21])[c:9]3[cH:10][cH:11][cH:12][cH:13][c:14]3[cH:15][c:16]2[C:17]([F:18])([F:19])[F:20])[cH:2][cH:3][cH:4][cH:5][cH:6]1>>[c:1]1(-[c:7]2[c:8]([O:21][c:23]3[cH:24][cH:25][c:26]([CH:27]=[O:28])[cH:29][cH:30]3)[c:9]3[cH:10][cH:11][cH:12][cH:13][c:14]3[cH:15][c:16]2[C:17]([F:18])([F:19])[F:20])[cH:2][cH:3][cH:4][cH:5][cH:6]1. Reactants: O=C([O-])[O-], CS(C)=O, [Cs+], [Cs+], O=Cc1ccc(F)cc1, Oc1c(-c2ccccc2)c(C(F)(F)F)cc2ccccc12. The product is O=Cc1ccc(Oc2c(-c3ccccc3)c(C(F)(F)F)cc3ccccc23)cc1.